The task is: describe an organic reaction: reactants, conditions, products, and yield. This data is from the Open Reaction Database (ORD), a public repository of structured organic reaction records. The reactants are NC1=NC=C(N=C1Br)Br (2-Amino-3,5-dibromopyrazine), N1CCOCC1 (morpholine). The product is NC1=NC=C(N=C1N1CCOCC1)Br (2-amino-3-morpholino-5-bromopyrazine). Reaction SMILES: [NH2:1][C:2]1[C:7](Br)=[N:6][C:5]([Br:9])=[CH:4][N:3]=1.[NH:10]1[CH2:15][CH2:14][O:13][CH2:12][CH2:11]1>>[NH2:1][C:2]1[C:7]([N:10]2[CH2:15][CH2:14][O:13][CH2:12][CH2:11]2)=[N:6][C:5]([Br:9])=[CH:4][N:3]=1. Procedure: 2-Amino-3,5-dibromopyrazine is reacted with morpholine at 130° C. under pressure yielding 2-amino-3-morpholino-5-bromopyrazine. Starting materials: ClP(Cl)(Cl)(Cl)Cl, CCCC(=O)Nc1ccccc1C(F)(F)F. Product: CCCC(Cl)=Nc1ccccc1C(F)(F)F. Reaction SMILES: [Cl:17][P:18]([Cl:19])([Cl:20])([Cl:21])[Cl:22].[F:1][C:2]([c:3]1[c:4]([NH:9][C:10]([CH2:11][CH2:12][CH3:13])=[O:14])[cH:5][cH:6][cH:7][cH:8]1)([F:15])[F:16]>>[F:1][C:2]([c:3]1[c:4]([N:9]=[C:10]([CH2:11][CH2:12][CH3:13])[Cl:17])[cH:5][cH:6][cH:7][cH:8]1)([F:15])[F:16]. The reactants are BrC1=C(C=C(N)C=C1)C(F)(F)F (4-bromo-3-trifluoromethylaniline), C(C(C)C)(=O)Cl (isobutyrylchloride). Run in N1=CC=CC=C1 (pyridine). Product: BrC1=C(C=C(NC(C(C)C)=O)C=C1)C(F)(F)F (4'-bromo-3'-trifluoromethylisobutyranilide). Reaction SMILES: [Br:1][C:2]1[CH:8]=[CH:7][C:5]([NH2:6])=[CH:4][C:3]=1[C:9]([F:12])([F:11])[F:10].[C:13](Cl)(=[O:17])[CH:14]([CH3:16])[CH3:15]>N1C=CC=CC=1>[Br:1][C:2]1[CH:8]=[CH:7][C:5]([NH:6][C:13](=[O:17])[CH:14]([CH3:16])[CH3:15])=[CH:4][C:3]=1[C:9]([F:10])([F:11])[F:12]. Procedure: To a stirred, cooled solution of 15.0 g. of 4-bromo-3-trifluoromethylaniline in 75 ml. of dry pyridine add 6.8 g. of isobutyrylchloride and heat the resulting mixture at 70° C. for 2 hours. Allow the reaction mixture to cool to room temperature and then pour the mixture into 600 ml. of ice-water, filter and dry the precipitate which is recrystallized from 1:1 petroleum etherdichloromethane to yield 4'-bromo-3'-trifluoromethylisobutyranilide, m.p. 126.5°-128° C. The reactants are Clc1ccc(-c2cc(CBr)no2)s1, COC(=O)c1[nH]c(-c2ccccc2)nc1C, CN(C)C=O, O. Product: COC(=O)c1c(C)nc(-c2ccccc2)n1Cc1cc(-c2ccc(Cl)s2)on1. RXN SMILES: [Br:17][CH2:18][c:19]1[n:20][o:21][c:22](-[c:24]2[s:25][c:26]([Cl:29])[cH:27][cH:28]2)[cH:23]1.[CH3:1][O:2][C:3](=[O:4])[c:5]1[nH:6][c:7](-[c:11]2[cH:12][cH:13][cH:14][cH:15][cH:16]2)[n:8][c:9]1[CH3:10].[O:31]=[CH:32][N:33]([CH3:34])[CH3:35].[OH2:30]>>[CH3:1][O:2][C:3](=[O:4])[c:5]1[n:6]([CH2:18][c:19]2[n:20][o:21][c:22](-[c:24]3[s:25][c:26]([Cl:29])[cH:27][cH:28]3)[cH:23]2)[c:7](-[c:11]2[cH:12][cH:13][cH:14][cH:15][cH:16]2)[n:8][c:9]1[CH3:10]. Starting materials: CCOC(=O)c1ccc2c(c1)C(O)C(C)(C)C(c1cc(C)cc(Br)c1)N2, CC[SiH](CC)CC, O=C(O)C(F)(F)F. The product is CCOC(=O)c1ccc2c(c1)CC(C)(C)C(c1cc(C)cc(Br)c1)N2. RXN SMILES: [CH2:1]([CH3:2])[O:3][C:4](=[O:5])[c:6]1[cH:7][c:8]2[c:13]([cH:14][cH:15]1)[NH:12][CH:11]([c:16]1[cH:17][c:18]([Br:23])[cH:19][c:20]([CH3:22])[cH:21]1)[C:10]([CH3:24])([CH3:25])[CH:9]2[OH:26].[CH2:27]([SiH:28]([CH2:29][CH3:30])[CH2:31][CH3:32])[CH3:33].[OH:34][C:35]([C:36]([F:37])([F:38])[F:39])=[O:40]>>[CH2:1]([CH3:2])[O:3][C:4](=[O:5])[c:6]1[cH:7][c:8]2[c:13]([cH:14][cH:15]1)[NH:12][CH:11]([c:16]1[cH:17][c:18]([Br:23])[cH:19][c:20]([CH3:22])[cH:21]1)[C:10]([CH3:24])([CH3:25])[CH2:9]2.